Dataset: the Open Reaction Database (ORD), a public repository of structured organic reaction records. Task: describe an organic reaction: reactants, conditions, products, and yield Reactants: ClC=1C=CC=2N(N1)C(=C(N2)C=2C=CC(=C(C2)NC(C(C)(C)C)=O)C)C (N-(5-(6-chloro-3-methylimidazo[1,2-b]pyridazin-2-yl)-2-methylphenyl)pivalamide), FC1=CC=C(C=C1)B(O)O (4-fluorophenylboronic acid), C(=O)([O-])[O-].[Na+].[Na+] (Na2CO3), CC(C)O (2-propanol). Solvent: O (water). Reaction conditions: temperature 80 celsius. Product: FC1=C(C=CC=C1)C=1C=CC=2N(N1)C(=C(N2)C=2C=CC(=C(C2)NC(C(C)(C)C)=O)C)C (N-(5-(6-(2-fluorophenyl)-3-methylimidazo[1,2-b]pyridazin-2-yl)-2-methylphenyl)pivalamide). Yield: 62.6%. RXN SMILES: Cl[C:2]1[CH:3]=[CH:4][C:5]2[N:6]([C:8]([CH3:25])=[C:9]([C:11]3[CH:12]=[CH:13][C:14]([CH3:24])=[C:15]([NH:17][C:18](=[O:23])[C:19]([CH3:22])([CH3:21])[CH3:20])[CH:16]=3)[N:10]=2)[N:7]=1.[F:26][C:27]1[CH:32]=[CH:31][C:30](B(O)O)=[CH:29][CH:28]=1.C([O-])([O-])=O.[Na+].[Na+].CC(O)C>O>[F:26][C:27]1[CH:32]=[CH:31][CH:30]=[CH:29][C:28]=1[C:2]1[CH:3]=[CH:4][C:5]2[N:6]([C:8]([CH3:25])=[C:9]([C:11]3[CH:12]=[CH:13][C:14]([CH3:24])=[C:15]([NH:17][C:18](=[O:23])[C:19]([CH3:22])([CH3:21])[CH3:20])[CH:16]=3)[N:10]=2)[N:7]=1 |f:2.3.4|. Procedure: To a mixture of N-(5-(6-chloro-3-methylimidazo[1,2-b]pyridazin-2-yl)-2-methylphenyl)pivalamide (0.100 g, 0.280 mmol), 4-fluorophenylboronic acid (0.420 mmol), Na2CO3 (0.840 mmol), 2-propanol (9 mL) and water (3 mL) that has been degassed with N2 (5 minutes) is added PdCl2(PPh3)2(0.0280). The mixture is heated at 80° C. for 12 hours, diluted with sat. aqueous NaHCO3 (50 mL) and extracted with EtOAc (3×25 mL). Organic layer is collected, dried over Na2SO4, filtered and concentrated to dryness. The... Starting materials: O=C1CCC(=O)N1Br, CCOC(=O)CC1CCC(c2cc(N(COCC[Si](C)(C)C)COCC[Si](C)(C)C)n3ncc(-c4cnc5ccccc5c4)c3n2)CC1, CC#N. The product is CCOC(=O)CC1CCC(c2nc3c(-c4cnc5ccccc5c4)cnn3c(N(COCC[Si](C)(C)C)COCC[Si](C)(C)C)c2Br)CC1. As a reaction SMILES: [Br:49][N:50]1[C:51](=[O:52])[CH2:53][CH2:54][C:55]1=[O:56].[CH3:1][Si:2]([CH2:3][CH2:4][O:5][CH2:6][N:7]([c:8]1[cH:9][c:10]([CH:27]2[CH2:28][CH2:29][CH:30]([CH2:33][C:34](=[O:35])[O:36][CH2:37][CH3:38])[CH2:31][CH2:32]2)[n:11][c:12]2[n:13]1[n:14][cH:15][c:16]2-[c:17]1[cH:18][n:19][c:20]2[cH:21][cH:22][cH:23][cH:24][c:25]2[cH:26]1)[CH2:39][O:40][CH2:41][CH2:42][Si:43]([CH3:44])([CH3:45])[CH3:46])([CH3:47])[CH3:48].[CH3:57][C:58]#[N:59]>>[CH3:1][Si:2]([CH2:3][CH2:4][O:5][CH2:6][N:7]([c:8]1[c:9]([Br:49])[c:10]([CH:27]2[CH2:28][CH2:29][CH:30]([CH2:33][C:34](=[O:35])[O:36][CH2:37][CH3:38])[CH2:31][CH2:32]2)[n:11][c:12]2[n:13]1[n:14][cH:15][c:16]2-[c:17]1[cH:18][n:19][c:20]2[cH:21][cH:22][cH:23][cH:24][c:25]2[cH:26]1)[CH2:39][O:40][CH2:41][CH2:42][Si:43]([CH3:44])([CH3:45])[CH3:46])([CH3:47])[CH3:48]. The reactants are NC1=CC=C(C=C1)N1CCN(CC1)C1=CC=C(OCC(CN2N=CN=C2)(O)C2=C(C=C(C=C2)Cl)Cl)C=C1 (3-(4-[4-(4-aminophenyl)piperazin-1-yl]phenoxy)-2-(2,4-dichlorophenyl)-1-(1H-1,2,4-triazol-1-yl)propan-2-ol), N1=CC=CC=C1 (pyridine), FC(CS(=O)(=O)Cl)(F)F (2,2,2-trifluoroethanesulphonyl chloride). Run in C(Cl)Cl (methylene chloride), C(Cl)Cl (methylene chloride). Product: ClC1=C(C=CC(=C1)Cl)C(CN1N=CN=C1)(COC1=CC=C(C=C1)N1CCN(CC1)C1=CC=C(C=C1)NS(=O)(=O)CC(F)(F)F)O (2-(2,4-Dichlorophenyl)-1-(1H-1,2,4-triazol-1-yl)-3-(4-[4-(4-[2,2,2-trifluoroethanesulphonamido]phenyl)piperazin-1-yl]phenoxy)propan-2-ol). As a reaction SMILES: [NH2:1][C:2]1[CH:7]=[CH:6][C:5]([N:8]2[CH2:13][CH2:12][N:11]([C:14]3[CH:37]=[CH:36][C:17]([O:18][CH2:19][C:20]([C:28]4[CH:33]=[CH:32][C:31]([Cl:34])=[CH:30][C:29]=4[Cl:35])([OH:27])[CH2:21][N:22]4[CH:26]=[N:25][CH:24]=[N:23]4)=[CH:16][CH:15]=3)[CH2:10][CH2:9]2)=[CH:4][CH:3]=1.N1C=CC=CC=1.[F:44][C:45]([F:52])([F:51])[CH2:46][S:47](Cl)(=[O:49])=[O:48]>C(Cl)Cl>[Cl:35][C:29]1[CH:30]=[C:31]([Cl:34])[CH:32]=[CH:33][C:28]=1[C:20]([OH:27])([CH2:19][O:18][C:17]1[CH:36]=[CH:37][C:14]([N:11]2[CH2:12][CH2:13][N:8]([C:5]3[CH:6]=[CH:7][C:2]([NH:1][S:47]([CH2:46][C:45]([F:52])([F:51])[F:44])(=[O:49])=[O:48])=[CH:3][CH:4]=3)[CH2:9][CH2:10]2)=[CH:15][CH:16]=1)[CH2:21][N:22]1[CH:26]=[N:25][CH:24]=[N:23]1. Procedure details: To a solution of 3-(4-[4-(4-aminophenyl)piperazin-1-yl]phenoxy)-2-(2,4-dichlorophenyl)-1-(1H-1,2,4-triazol-1-yl)propan-2-ol (see Preparation 1) (0.2 g, 0.37 mmole) and pyridine (0.06 g, 0.75 mmole) in methylene chloride (20 ml) at 0° was added, dropwise, a solution of 2,2,2-trifluoroethanesulphonyl chloride (0.095 g, 0.52 mmole) in methylene chloride (1 ml) and the resulting mixture was stirred for 0.5 hour. The reaction was quenched by the addition of aqueous citric acid, the resulting organic ... Starting materials: ClC=1SC(=CC1C1CC(C=2C(=CC=NC2C1)C)=NNC(=N)N)Cl ((−)-7-(2,5-dichlorothiophen-3-yl)-5-guanidinoimino-4-methyl-5,6,7,8-tetrahydroquinoline), CS(=O)(=O)O (methanesulfonic acid). Run in C(C)O (ethanol). The product is O.CS(=O)(=O)O.ClC=1SC(=CC1C1CC(C=2C(=CC=NC2C1)C)=NNC(=N)N)Cl ((−)-7-(2,5-dichlorothiophen-3-yl)-5-guanidinoimino-4-methyl-5,6,7,8-tetrahydroquinoline methanesulfonate monohydrate). Isolated yield 107.7%. Reaction SMILES: [Cl:1][C:2]1[S:3][C:4]([Cl:23])=[CH:5][C:6]=1[CH:7]1[CH2:16][C:15]2[N:14]=[CH:13][CH:12]=[C:11]([CH3:17])[C:10]=2[C:9](=[N:18][NH:19][C:20]([NH2:22])=[NH:21])[CH2:8]1.[CH3:24][S:25]([OH:28])(=[O:27])=[O:26]>C(O)C>[OH2:26].[CH3:24][S:25]([OH:28])(=[O:27])=[O:26].[Cl:1][C:2]1[S:3][C:4]([Cl:23])=[CH:5][C:6]=1[CH:7]1[CH2:16][C:15]2[N:14]=[CH:13][CH:12]=[C:11]([CH3:17])[C:10]=2[C:9](=[N:18][NH:19][C:20]([NH2:22])=[NH:21])[CH2:8]1 |f:3.4.5|. Procedure: To a solution of (−)-7-(2,5-dichlorothiophen-3-yl)-5-guanidinoimino-4-methyl-5,6,7,8-tetrahydroquinoline (0.8 g) in ethanol (20 ml) was added methanesulfonic acid (0.37 g), and the mixture was concentrated under reduced pressure. To the residue was added water (1 ml), and the mixture was concentrated to precipitate crystals, which were filtered and washed with ethanol. The thus obtained crystals were dried to give (−)-7-(2,5-dichlorothiophen-3-yl)-5-guanidinoimino-4-methyl-5,6,7,8-tetrahydroquin... Reactants: C(C1=CC=CC=C1)N (benzylamine), ClC=1N=C(C2=C(N1)SC=C2C)Cl (2,4-dichloro-5-methyl-thieno-[2,3-d]-pyrimidine). The product is ClC=1N=C(C2=C(N1)SC=C2C)NCC2=CC=CC=C2 (2-chloro-5-methyl-4-benzylamino-thieno-[2,3-d]-pyrimidine). RXN SMILES: [CH2:1]([NH2:8])[C:2]1[CH:7]=[CH:6][CH:5]=[CH:4][CH:3]=1.[Cl:9][C:10]1[N:11]=[C:12](Cl)[C:13]2[C:18]([CH3:19])=[CH:17][S:16][C:14]=2[N:15]=1>>[Cl:9][C:10]1[N:11]=[C:12]([NH:8][CH2:1][C:2]2[CH:7]=[CH:6][CH:5]=[CH:4][CH:3]=2)[C:13]2[C:18]([CH3:19])=[CH:17][S:16][C:14]=2[N:15]=1. Procedure details: Following the procedure of Example 1, the reaction of benzylamine with 2,4-dichloro-5-methyl-thieno-[2,3-d]-pyrimidine yields 2-chloro-5-methyl-4-benzylamino-thieno-[2,3-d]-pyrimidine. Starting materials: C(C)(C)(C)OC(N[C@@H]1CN(CC1)S(=O)(=O)N)=O (tert-butyl[(3S)-1-(aminosulfonyl)pyrrolidin-3-yl]carbamate), C(CCC)OC(N[C@@H]1CN(CC1)S(=O)(=O)N)=O (Butyl[(3S)-1-(aminosulfonyl)pyrrolidin-3-yl]carbamate), C1(CCCCC1)P(C1=C(C=CC=C1)C1=C(C=C(C=C1C(C)C)C(C)C)C(C)C)C1CCCCC1 (2-dicyclohexylphosphino-2′,4′,6′-tri-isopropyl-1,1′-biphenyl), C([O-])([O-])=O.[Cs+].[Cs+] (cesium carbonate), ClC1=NC(=NC(=C1)OC)SCC1=C(C(=CC=C1)F)F (4-Chloro-2-[[(2,3-difluorophenyl)methyl]thio]-6-methoxypyrimidine), ClC1=NC(=NC(=C1)OC)SCC1=C(C(=CC=C1)F)F (4-Chloro-2-[[(2,3-difluorophenyl)methyl]thio]-6-methoxypyrimidine). Reagents/catalysts: C=1C=CC(=CC1)/C=C/C(=O)/C=C/C2=CC=CC=C2.C=1C=CC(=CC1)/C=C/C(=O)/C=C/C2=CC=CC=C2.C=1C=CC(=CC1)/C=C/C(=O)/C=C/C2=CC=CC=C2.[Pd].[Pd] (tris(dibenzylideneacetone)dipalladium). Solvent: O1CCOCC1 (dioxane). Reaction conditions: temperature 100 celsius. The product is FC1=C(CSC2=NC(=CC(=N2)NS(=O)(=O)N2C[C@H](CC2)NC(OCCCC)=O)OC)C=CC=C1F (Butyl {(3S)-1-[({2-[(2,3-difluorobenzyl)thio]-6-methoxypyrimidin-4-yl}amino)sulfonyl]pyrrolidin-3-yl}carbamate). Reaction SMILES: C(OC(=O)N[C@H]1CCN(S(N)(=O)=O)C1)(C)(C)C.[CH2:18]([O:22][C:23](=[O:34])[NH:24][C@H:25]1[CH2:29][CH2:28][N:27]([S:30]([NH2:33])(=[O:32])=[O:31])[CH2:26]1)[CH2:19][CH2:20][CH3:21].C1(P(C2CCCCC2)C2C=CC=CC=2C2C(C(C)C)=CC(C(C)C)=CC=2C(C)C)CCCCC1.C(=O)([O-])[O-].[Cs+].[Cs+].Cl[C:76]1[CH:81]=[C:80]([O:82][CH3:83])[N:79]=[C:78]([S:84][CH2:85][C:86]2[CH:91]=[CH:90][CH:89]=[C:88]([F:92])[C:87]=2[F:93])[N:77]=1>O1CCOCC1.C1C=CC(/C=C/C(/C=C/C2C=CC=CC=2)=O)=CC=1.C1C=CC(/C=C/C(/C=C/C2C=CC=CC=2)=O)=CC=1.C1C=CC(/C=C/C(/C=C/C2C=CC=CC=2)=O)=CC=1.[Pd].[Pd]>[F:93][C:87]1[C:88]([F:92])=[CH:89][CH:90]=[CH:91][C:86]=1[CH2:85][S:84][C:78]1[N:77]=[C:76]([NH:33][S:30]([N:27]2[CH2:28][CH2:29][C@H:25]([NH:24][C:23](=[O:34])[O:22][CH2:18][CH2:19][CH2:20][CH3:21])[CH2:26]2)(=[O:31])=[O:32])[CH:81]=[C:80]([O:82][CH3:83])[N:79]=1 |f:3.4.5,8.9.10.11.12|. Procedure details: A mixture of tert-butyl[(3S)-1-(aminosulfonyl)pyrrolidin-3-yl]carbamate (the product from step i), 0.525 g), tris(dibenzylideneacetone)dipalladium (0) (50 mg), 2-dicyclohexylphosphino-2′,4′,6′-tri-isopropyl-1,1′-biphenyl (XPHOS) (50 mg), cesium carbonate (0.429 g) and 4-Chloro-2-[[(2,3-difluorophenyl)methyl]thio]-6-methoxypyrimidine ((the product from example 35 step i), 0.400 g) in dioxane (20 ml) was heated at reflux in a microwave at 100° C., 300 W, open vessel with cooling for 40 mins. The r...